This data is from the Open Reaction Database (ORD), a public repository of structured organic reaction records. The task is: describe an organic reaction: reactants, conditions, products, and yield Starting materials: C(#N)CC1=CC=C2C3=C(NC2=C1)C(=NC=C3C3=C(C(=CC=C3)N3C(C1=CC(=CC=C1C3)OC)=O)C)C(=O)N (7-(Cyanomethyl)-4-(3-(6-methoxy-1-oxoisoindolin-2-yl)-2-methylphenyl)-9H-pyrido[3,4-b]indole-1-carboxamide), ClC=1C=CC(=C(C(=O)O)C1)C=O (5-chloro-2-formylbenzoic acid), [BH4-].[Na+] (sodium borohydride). Run in CO (methanol). Run at time 24 hour. Yields the product ClC1=CC=C2CN(C(C2=C1)=O)C=1C(=C(C=CC1)C1=CN=C(C=2NC3=CC(=CC=C3C21)CC#N)C(=O)N)C (4-(3-(6-Chloro-1-oxoisoindolin-2-yl)-2-methylphenyl)-7-(cyanomethyl)-9H-pyrido[3,4-b]indole-1-carboxamide). Isolated yield 17.0%. As a reaction SMILES: [C:1]([CH2:3][C:4]1[CH:12]=[C:11]2[C:7]([C:8]3[C:16]([C:17]4[CH:22]=[CH:21][CH:20]=[C:19]([N:23]5[CH2:31][C:30]6[C:25](=[CH:26][C:27](OC)=[CH:28][CH:29]=6)[C:24]5=[O:34])[C:18]=4[CH3:35])=[CH:15][N:14]=[C:13]([C:36]([NH2:38])=[O:37])[C:9]=3[NH:10]2)=[CH:6][CH:5]=1)#[N:2].[Cl:39]C1C=CC(C=O)=C(C=1)C(O)=O.[BH4-].[Na+]>CO>[Cl:39][C:27]1[CH:26]=[C:25]2[C:30]([CH2:31][N:23]([C:19]3[C:18]([CH3:35])=[C:17]([C:16]4[C:8]5[C:7]6[C:11](=[CH:12][C:4]([CH2:3][C:1]#[N:2])=[CH:5][CH:6]=6)[NH:10][C:9]=5[C:13]([C:36]([NH2:38])=[O:37])=[N:14][CH:15]=4)[CH:22]=[CH:21][CH:20]=3)[C:24]2=[O:34])=[CH:29][CH:28]=1 |f:2.3|. Procedure: A mixture of 3-(1-aminoxycarbonyl)-7-cyanomethyl)-9H-pyrido[3,4-b]indole-4-yl-2-methylaniline 7 (40 mg, 0.112 mmol), 5-chloro-2-formylbenzoic acid (51.6 mg, 0.28 mmol) and 4 angstrom molecular sieves (0.5 g) in methanol (15 mL) was stirred at RT for 24 h. After that the mixture was cooled to −20° C. and sodium borohydride (29.6 mg, 0.78 mmol) was added and the reaction mixture was allowed to warm up to 10° C. The solvent was removed under reduced pressure, quenched with saturated NH4Cl solution ... The reactants are ClC1=CC=C(C=C1)C(=O)C1=C(C(=C2C=C(C=CN12)O)C(CC(C)(C)C)=O)CC(C(=O)OCC)(C)C (ethyl 3-{3-[(4-chlorophenyl)carbonyl]-1-(3,3-dimethylbutanoyl)-7-hydroxyindolizin-2-yl}-2,2-dimethylpropanoate), BrCC1=NC2=CC=CC=C2C=C1 (2-(bromomethyl)quinoline), C([O-])([O-])=O.[K+].[K+] (potassium carbonate). Run in CN(C)C=O (DMF). Conditions: temperature 50 celsius, time 96 hour. Yields the product ClC1=CC=C(C=C1)C(=O)C1=C(C(=C2C=C(C=CN12)OCC1=NC2=CC=CC=C2C=C1)C(CC(C)(C)C)=O)CC(C(=O)OCC)(C)C (ethyl 3-{3-[(4-chlorophenyl)carbonyl]-1-(3,3-dimethylbutanoyl)-7-(quinolin-2-ylmethoxy)indolizin-2-yl}-2,2-dimethylpropanoate). The yield is 101.7%. Reaction SMILES: [Cl:1][C:2]1[CH:7]=[CH:6][C:5]([C:8]([C:10]2[N:18]3[C:13]([CH:14]=[C:15]([OH:19])[CH:16]=[CH:17]3)=[C:12]([C:20](=[O:26])[CH2:21][C:22]([CH3:25])([CH3:24])[CH3:23])[C:11]=2[CH2:27][C:28]([CH3:35])([CH3:34])[C:29]([O:31][CH2:32][CH3:33])=[O:30])=[O:9])=[CH:4][CH:3]=1.Br[CH2:37][C:38]1[CH:47]=[CH:46][C:45]2[C:40](=[CH:41][CH:42]=[CH:43][CH:44]=2)[N:39]=1.C(=O)([O-])[O-].[K+].[K+]>CN(C=O)C>[Cl:1][C:2]1[CH:3]=[CH:4][C:5]([C:8]([C:10]2[N:18]3[C:13]([CH:14]=[C:15]([O:19][CH2:37][C:38]4[CH:47]=[CH:46][C:45]5[C:40](=[CH:41][CH:42]=[CH:43][CH:44]=5)[N:39]=4)[CH:16]=[CH:17]3)=[C:12]([C:20](=[O:26])[CH2:21][C:22]([CH3:23])([CH3:24])[CH3:25])[C:11]=2[CH2:27][C:28]([CH3:34])([CH3:35])[C:29]([O:31][CH2:32][CH3:33])=[O:30])=[O:9])=[CH:6][CH:7]=1 |f:2.3.4|. Procedure: A suspension of ethyl 3-{3-[(4-chlorophenyl)carbonyl]-1-(3,3-dimethylbutanoyl)-7-hydroxyindolizin-2-yl}-2,2-dimethylpropanoate (30 mg, 0.06 mmol), 2-(bromomethyl)quinoline (20 mg, 0.09 mmol), and potassium carbonate (17 mg, 0.12 mmol) in DMF (1.0 mL) is stirred for 96 h at 50° C. The mixture is cooled to 23° C. then filtered and concentrated in vacuo. Purification of the crude by flash chromatography (SiO2, hexanes to 1:1 hexanes:EtOAc) gives ethyl 3-{3-[(4-chlorophenyl)carbonyl]-1-(3,3-dimethyl... Reactants: O1CNC(CC1)C(=O)O (Tetrahydro-2H-1,3-oxazine-4-carboxylic acid), O1CNC(CC1)C(=O)O (tetrahydro-2H-1,3-oxazine-4-carboxylic acid), N(=O)[O-].[Na+] (Sodium nitrite). The solvent is Cl (hydrochloric acid). Conditions: temperature 0 celsius, time 1 hour. The product is N(=O)N1COCCC1C(=O)O (tetrahydro-3-nitroso-2H-1,3-oxazine-4-carboxylic acid). RXN SMILES: [O:1]1[CH2:6][CH2:5][CH:4]([C:7]([OH:9])=[O:8])[NH:3][CH2:2]1.[N:10]([O-])=[O:11].[Na+]>Cl>[N:10]([N:3]1[CH:4]([C:7]([OH:9])=[O:8])[CH2:5][CH2:6][O:1][CH2:2]1)=[O:11] |f:1.2|. Procedure: Tetrahydro-2H-1,3-oxazine-4-carboxylic acid (i.e. the product of Step A) (2.00 g, 15.3 mmol) was dissolved in 1 N hydrochloric acid (12.4 mL), and the solution was cooled to 0° C. Sodium nitrite (1.42 g, 20.6 mmol) was then added portionwise, and the reaction mixture was stirred for 1 h. The reaction mixture was then extracted twice with dichloromethane and once with ethyl acetate. The combined organic layers were washed with brine, dried over magnesium sulfate, filtered and concentrated under r... The reactants are Cl[Si](C)(C)C (chlorotrimethylsilane), CN[C@H](CN1CCCCC1)C1=CC=CC=C1 ((S)-N-methyl-1-phenyl-2-(1-piperidinyl)ethanamine), C(CCC)[Li] (n-butyl lithium), C(CCC)[Li] (n-butyl lithium), C1(C=CCC1)=O (2-Cyclopentenone). The reagents and catalysts are [Cu]I (CuI). Run in C(C)OCC (diethyl ether), CCOCC (ether). Run at temperature -65 celsius, time 5 minute. Product: C(CCC)[C@@H]1CC(CC1)=O ((S)-3-n-butylcyclopentanone). Yield: 51.0%. RXN SMILES: CN[C@@H:3]([C:11]1[CH:16]=[CH:15][CH:14]=[CH:13][CH:12]=1)[CH2:4]N1CCCCC1.C([Li])CCC.Cl[Si](C)(C)C.[C:27]1(=[O:32])CCC=C1>CCOCC.[Cu]I>[CH2:16]([C@H:11]1[CH2:3][CH2:4][C:27](=[O:32])[CH2:12]1)[CH2:15][CH2:14][CH3:13]. Procedure details: (S)-N-methyl-1-phenyl-2-(1-piperidinyl)ethanamine (360.0 mg, 1.65 mmol) was dissolved in ether (12 mL) and n-butyl lithium (2.5M in hexanes, 0.66 mL, 1.65 mmol) was added to the solution at -65° C. The solution was stirred for 5 min at -65° C., warmed to 0° C. and stirred for 10 min at 0° C. To a second flask was added CuI (262 mg, 1.38 mmol) and 10 mL of diethyl ether. This solution was cooled to -40° C. and treated with n-butyl lithium (0.55 mL, 1.38 mmol). The solution in the first flask was ...